Dataset: the Open Reaction Database (ORD), a public repository of structured organic reaction records. Task: describe an organic reaction: reactants, conditions, products, and yield Starting materials: C(C)OC(C[C@H](N1C(C(CC1)CCCC(C)=O)=O)C1=CC(=CC=C1)F)=O (3(S)-(3-Fluorophenyl)-3-[2-oxo-3-(4-oxo-pentyl)-pyrrolidin-1-yl]-propionic acid ethyl ester), NC1=NC=CC=C1C=O (2-amino-3-formylpyridine), N1[C@H](C(=O)O)CCC1 (proline). Solvent: C(C)O (ethanol). Product: C(C)OC(C[C@H](N1C(C(CC1)CCCC1=NC2=NC=CC=C2C=C1)=O)C1=CC(=CC=C1)F)=O (3(S)-(3-Fluorophenyl)-3-[3-(3-[1,8]naphthyridin-2-yl-propyl)-2-oxo-pyrrolidin-1-yl]-propionic acid ethyl ester). As a reaction SMILES: [CH2:1]([O:3][C:4](=[O:26])[CH2:5][C@@H:6]([C:19]1[CH:24]=[CH:23][CH:22]=[C:21]([F:25])[CH:20]=1)[N:7]1[CH2:11][CH2:10][CH:9]([CH2:12][CH2:13][CH2:14][C:15](=O)[CH3:16])[C:8]1=[O:18])[CH3:2].[NH2:27][C:28]1[C:33]([CH:34]=O)=[CH:32][CH:31]=[CH:30][N:29]=1.N1CCC[C@H]1C(O)=O>C(O)C>[CH2:1]([O:3][C:4](=[O:26])[CH2:5][C@@H:6]([C:19]1[CH:24]=[CH:23][CH:22]=[C:21]([F:25])[CH:20]=1)[N:7]1[CH2:11][CH2:10][CH:9]([CH2:12][CH2:13][CH2:14][C:15]2[CH:16]=[CH:34][C:33]3[C:28](=[N:29][CH:30]=[CH:31][CH:32]=3)[N:27]=2)[C:8]1=[O:18])[CH3:2]. Reported procedure: A mixture of 2-7 (430 mg, 1.18 mmol), 2-amino-3-formylpyridine (144 mg, 1.18 mmol; for prep., see JOC 1983,48, 3401) and proline (136 mg, 1.18 mmol) in absolute ethanol (20 mL) was heated at reflux for 12 h. Following evaporative removal of the solvent, the residue was chromatographed (silica gel, 50% ethyl acetate/chloroform -70:25:5 chloroform/ethyl acetate/MeOH) to give 2-8 as a yellow solid.